From a dataset of the Open Reaction Database (ORD), a public repository of structured organic reaction records. describe an organic reaction: reactants, conditions, products, and yield Reactants: CCOC(=O)c1ccc2c(c1)CC(C)(C)C(c1cccc(N)c1)N2, ClCCl, O=C(Cl)N1CCOCC1, c1ccncc1. Product: CCOC(=O)c1ccc2c(c1)CC(C)(C)C(c1cccc(NC(=O)N3CCOCC3)c1)N2. Reaction SMILES: [CH2:1]([CH3:2])[O:3][C:4](=[O:5])[c:6]1[cH:7][c:8]2[c:13]([cH:14][cH:15]1)[NH:12][CH:11]([c:16]1[cH:17][c:18]([NH2:22])[cH:19][cH:20][cH:21]1)[C:10]([CH3:23])([CH3:24])[CH2:9]2.[Cl:40][CH2:41][Cl:42].[O:31]1[CH2:32][CH2:33][N:34]([C:37](=[O:38])[Cl:39])[CH2:35][CH2:36]1.[cH:25]1[cH:26][cH:27][n:28][cH:29][cH:30]1>>[CH2:1]([CH3:2])[O:3][C:4](=[O:5])[c:6]1[cH:7][c:8]2[c:13]([cH:14][cH:15]1)[NH:12][CH:11]([c:16]1[cH:17][c:18]([NH:22][C:37]([N:34]3[CH2:33][CH2:32][O:31][CH2:36][CH2:35]3)=[O:38])[cH:19][cH:20][cH:21]1)[C:10]([CH3:23])([CH3:24])[CH2:9]2. The reactants are C(C)(C)(C)OC(=O)N1[C@@H](CCC1)COC=1C=NC(=CC1)Cl (3-((1-t-butoxycarbonyl-2-(S)-pyrrolidinyl)methoxy)-6-chloropyridine). Run in C(=O)O (formic acid). Yields the product ClC1=CC=C(C=N1)OC[C@H]1N(CCC1)C (6-chloro-3-((1-methyl-2-(S)-pyrrolidinyl)methoxy)pyridine). Reaction SMILES: C(O[C:6]([N:8]1[CH2:12][CH2:11][CH2:10][C@H:9]1[CH2:13][O:14][C:15]1[CH:16]=[N:17][C:18]([Cl:21])=[CH:19][CH:20]=1)=O)(C)(C)C>C(O)=O>[Cl:21][C:18]1[N:17]=[CH:16][C:15]([O:14][CH2:13][C@@H:9]2[CH2:10][CH2:11][CH2:12][N:8]2[CH3:6])=[CH:20][CH:19]=1. Reported procedure: A 625 mg sample of 3-((1-t-butoxycarbonyl-2-(S)-pyrrolidinyl)methoxy)-6-chloropyridine, prepared as in Example 45a, was treated with 2 mL of 37% parafornaldehyde and 1 mL of formic acid at reflux for 16 hours. The volatiles were removed by evaporation, and the residue was dissolved in 1 mL of 20% NaOH. The solution was extracted with CH2Cl2 (3×), then the organic layer was dried (Na2SO4) and concentrated. The crude product was purified by chromatography over silica gel, eluting with 100:1 chloro... Starting materials: ClC1=NN=C(C2=C1C=C1C=CC=CN21)C (1-chloro-4-methylpyridazino[4,5-b]indolizine), CN1C(CCC1)CCN (2-(1-methyl-2-pyrrolidinyl)ethylamine), [Cl-].[NH4+] (ammonium chloride). Product: CC=1N=NC(=C2C=C3C=CC=CN3C21)NCCC2N(CCC2)C (4-Methyl-N-[2-(1-methyl-2-pyrrolidinyl)ethyl]pyridazino[4,5-b]indolizin-1-amine). As a reaction SMILES: Cl[C:2]1[C:7]2[CH:8]=[C:9]3[N:14]([C:6]=2[C:5]([CH3:15])=[N:4][N:3]=1)[CH:13]=[CH:12][CH:11]=[CH:10]3.[CH3:16][N:17]1[CH2:21][CH2:20][CH2:19][CH:18]1[CH2:22][CH2:23][NH2:24].[Cl-].[NH4+]>>[CH3:15][C:5]1[N:4]=[N:3][C:2]([NH:24][CH2:23][CH2:22][CH:18]2[CH2:19][CH2:20][CH2:21][N:17]2[CH3:16])=[C:7]2[C:6]=1[N:14]1[C:9]([CH:10]=[CH:11][CH:12]=[CH:13]1)=[CH:8]2 |f:2.3|. Procedure: Following the procedure of Example 1, reaction of one equivalent of 1-chloro-4-methylpyridazino[4,5-b]indolizine, ten equivalents of 2-(1-methyl-2-pyrrolidinyl)ethylamine and one equivalent of ammonium chloride under reflux in a nitrogen atmosphere for 3 to 4 hours gave the title compound as the free base after removal of excess amine in vacuo and treatment of the residue with boiling ethyl acetate. The solid collected upon filtration was converted to the hydrochloride salt (methanol/ethereal HC... Starting materials: ClCC(=O)C1=CC=2C3=C(N(C2C=C1)C)C(CC3)=O (7-chloroacetyl-1,4-dihydro-4-methylcyclopent-[b]indol-3(2H)-one), P(=O)([O-])([O-])[O-].[Na+].[Na+].[Na+] (sodium phosphate), C(=O)(O)[O-].[Na+] (NaHCO3), ClC1=CC(=CC=C1)C(=O)OO (m-chloroperbenzoic acid). Solvent: C(Cl)(Cl)Cl (chloroform). Run at time 14 hour. The product is ClCC(=O)OC1=CC=2C3=C(N(C2C=C1)C)C(CC3)=O (7-chloroacetyloxy-1,4-dihydro-4-methylcyclopent[b]indol-3(2H)-one). RXN SMILES: ClCC([C:5]1[CH:13]=[CH:12][C:11]2[N:10]([CH3:14])[C:9]3[C:15](=[O:18])[CH2:16][CH2:17][C:8]=3[C:7]=2[CH:6]=1)=O.P([O-])([O-])([O-])=O.[Na+].[Na+].[Na+].[Cl:27][C:28]1C=CC=C(C(OO)=O)C=1.[C:38]([O-:41])(O)=[O:39].[Na+]>C(Cl)(Cl)Cl>[Cl:27][CH2:28][C:38]([O:41][C:5]1[CH:13]=[CH:12][C:11]2[N:10]([CH3:14])[C:9]3[C:15](=[O:18])[CH2:16][CH2:17][C:8]=3[C:7]=2[CH:6]=1)=[O:39] |f:1.2.3.4,6.7|. Procedure details: To a stirred solution of 7-chloroacetyl-1,4-dihydro-4-methylcyclopent-[b]indol-3(2H)-one (2.0 g) in chloroform (100 ml) was added sodium phosphate (1.02 g) followed by m-chloroperbenzoic acid (2.5 g, 50-60% purity). The mixture was stirred at room temperature under a nitrogen atmosphere for 14 hours. Saturated NaHCO3 aqueous solution (50 ml) was added, the layers separated and the organic layer washed with water (2×50 ml). The solution was dried (Na2SO4), filtered and concentrated to give a yell... Reactants: FC(C(=O)O)(F)F.S1C(=NC2=C1C=CC=C2)S(=O)(=O)N2C(CNCC2)=O (1-(benzothiazole-2-sulfonyl)-piperazin-2-one trifluoroacetic acid salt), C(C1=CC=CC=C1)(C1=CC=CC=C1)OC(=O)NC1=NC(N(C=C1)CC(=O)O)=O ([4-N-(benzhydryloxycarbonyl)-cytosin-1-yl]-acetic acid). The product is S1C(=NC2=C1C=CC=C2)S(=O)(=O)N2C(CN(CC2)C(CN2C(=O)N=C(NC(=O)OC(C1=CC=CC=C1)C1=CC=CC=C1)C=C2)=O)=O (1-(Benzothiazole-2-sulfonyl)-4-{[4-N-(benzhydryloxycarbonyl)-cytosin-1-yl]-acetyl}-piperazin-2-one). Reaction SMILES: FC(F)(F)C(O)=O.[S:8]1[C:12]2[CH:13]=[CH:14][CH:15]=[CH:16][C:11]=2[N:10]=[C:9]1[S:17]([N:20]1[CH2:25][CH2:24][NH:23][CH2:22][C:21]1=[O:26])(=[O:19])=[O:18].[CH:27]([O:40][C:41]([NH:43][C:44]1[CH:49]=[CH:48][N:47]([CH2:50][C:51](O)=[O:52])[C:46](=[O:54])[N:45]=1)=[O:42])([C:34]1[CH:39]=[CH:38][CH:37]=[CH:36][CH:35]=1)[C:28]1[CH:33]=[CH:32][CH:31]=[CH:30][CH:29]=1>>[S:8]1[C:12]2[CH:13]=[CH:14][CH:15]=[CH:16][C:11]=2[N:10]=[C:9]1[S:17]([N:20]1[CH2:25][CH2:24][N:23]([C:51](=[O:52])[CH2:50][N:47]2[CH:48]=[CH:49][C:44]([NH:43][C:41]([O:40][CH:27]([C:28]3[CH:29]=[CH:30][CH:31]=[CH:32][CH:33]=3)[C:34]3[CH:39]=[CH:38][CH:37]=[CH:36][CH:35]=3)=[O:42])=[N:45][C:46]2=[O:54])[CH2:22][C:21]1=[O:26])(=[O:19])=[O:18] |f:0.1|. Procedure: The title compound was synthesized by the reaction of 1-(benzothiazole-2-sulfonyl)-piperazin-2-one trifluoroacetic acid salt with [4-N-(benzhydryloxycarbonyl)-cytosin-1-yl]-acetic acid as per the procedure of Example 52. 1H NMR (500 MHz; DMSO-d6) δ 11.00 (brs, 1H), 8.34 (m, 1H), 8.26 (m, 1H), 7.90 (d, 0.6H), 7.84 (d, 0.4H), 7.72 (m, 2H), 7.44 (d, 4H), 7.37 (t, 4H), 7.29 (t, 2H), 6.94 (t, 1H), 6.79 (s, 1H), 4.82 (s, 1.2H), 4.72 (s, 0.8H), 4.45 (s, 0.8H), 4.28 (s, 1.2H), 4.22 (t, 1.2H), 4.07 (t, 0...